This data is from the Open Reaction Database (ORD), a public repository of structured organic reaction records. The task is: describe an organic reaction: reactants, conditions, products, and yield RXN SMILES: [C:1]1([CH:7]([C:12]2[CH:17]=[CH:16][CH:15]=[CH:14][CH:13]=2)[CH2:8][CH2:9][CH2:10]Br)[CH:6]=[CH:5][CH:4]=[CH:3][CH:2]=1.[Na+].[I-:19]>CC(=O)CC>[C:1]1([CH:7]([C:12]2[CH:17]=[CH:16][CH:15]=[CH:14][CH:13]=2)[CH2:8][CH2:9][CH2:10][I:19])[CH:6]=[CH:5][CH:4]=[CH:3][CH:2]=1 |f:1.2|. Starting materials: C1(=CC=CC=C1)C(CCCBr)C1=CC=CC=C1 (1,1-diphenyl-4-bromobutane), [Na+].[I-] (NaI). Yields the product C1(=CC=CC=C1)C(CCCI)C1=CC=CC=C1 (1,1-diphenyl-4-iodobutane). Procedure: A mixture of 1,1-diphenyl-4-bromobutane (2.5 g, 12 mmol) and NaI (11.9 g, 80 mmol) in 2-butanone (70 ml) was heated for 4 hours at reflux. The solvent was removed in vacuo and the residue was taken up in Et2O (100 ml). The organic layer was washed with aqueous Na2SO3 (10%) and with brine, dried (Na2SO4), and concentrated in vacuo. The oil was distilled under high vacuum to obtain the title compound, bp 150° C./0.1 mm. Solvent: CC(CC)=O (2-butanone). The reactants are C1(CCCCC1)P(C1=C(C=CC=C1)C1=C(C=C(C=C1C(C)C)C(C)C)C(C)C)C1CCCCC1 (dicyclohexyl(2′,4′,6′-triisopropylbiphenyl-2-yl)phosphine), O1CCN(CC1)C1=NC=C(C=C1N)N1CCOCC1 (2,5-dimorpholinopyridin-3-amine), ClC1=C(C(=NC2=CC(=CC(=C12)F)F)C1=NC=CC=C1C)C (4-chloro-5,7-difluoro-3-methyl-2-(3-methylpyridin-2-yl)quinoline), CC(C)([O-])C.[Na+] (sodium t-butoxide). Reagents/catalysts: C=1C=CC(=CC1)/C=C/C(=O)/C=C/C2=CC=CC=C2.C=1C=CC(=CC1)/C=C/C(=O)/C=C/C2=CC=CC=C2.C=1C=CC(=CC1)/C=C/C(=O)/C=C/C2=CC=CC=C2.[Pd].[Pd] (Pd2dba3). The solvent is O (water), C1(=CC=CC=C1)C (toluene). Conditions: temperature 120 celsius. Product: N1(CCOCC1)C1=NC=C(C=C1NC1=C(C(=NC2=CC(=CC(=C12)F)F)C1=NC=CC=C1C)C)N1CCOCC1 (N-(2,5-di(4-morpholinyl)-3-pyridinyl)-5,7-difluoro-3-methyl-2-(3-methyl-2-pyridinyl)-4-quinolinamine). As a reaction SMILES: C1(P(C2CCCCC2)C2C=CC=CC=2C2C(C(C)C)=CC(C(C)C)=CC=2C(C)C)CCCCC1.[O:35]1[CH2:40][CH2:39][N:38]([C:41]2[C:46]([NH2:47])=[CH:45][C:44]([N:48]3[CH2:53][CH2:52][O:51][CH2:50][CH2:49]3)=[CH:43][N:42]=2)[CH2:37][CH2:36]1.Cl[C:55]1[C:64]2[C:59](=[CH:60][C:61]([F:66])=[CH:62][C:63]=2[F:65])[N:58]=[C:57]([C:67]2[C:72]([CH3:73])=[CH:71][CH:70]=[CH:69][N:68]=2)[C:56]=1[CH3:74].CC(C)([O-])C.[Na+]>C1(C)C=CC=CC=1.O.C1C=CC(/C=C/C(/C=C/C2C=CC=CC=2)=O)=CC=1.C1C=CC(/C=C/C(/C=C/C2C=CC=CC=2)=O)=CC=1.C1C=CC(/C=C/C(/C=C/C2C=CC=CC=2)=O)=CC=1.[Pd].[Pd]>[N:38]1([C:41]2[C:46]([NH:47][C:55]3[C:64]4[C:59](=[CH:60][C:61]([F:66])=[CH:62][C:63]=4[F:65])[N:58]=[C:57]([C:67]4[C:72]([CH3:73])=[CH:71][CH:70]=[CH:69][N:68]=4)[C:56]=3[CH3:74])=[CH:45][C:44]([N:48]3[CH2:49][CH2:50][O:51][CH2:52][CH2:53]3)=[CH:43][N:42]=2)[CH2:39][CH2:40][O:35][CH2:36][CH2:37]1 |f:3.4,7.8.9.10.11|. Procedure details: To a stirred solution of dicyclohexyl(2′,4′,6′-triisopropylbiphenyl-2-yl)phosphine (0.023 g, 0.047 mmol), 2,5-dimorpholinopyridin-3-amine (0.094 g, 0.354 mmol), 4-chloro-5,7-difluoro-3-methyl-2-(3-methylpyridin-2-yl)quinoline (0.090 g, 0.295 mmol) and Pd2dba3 (10.8 mg, 0.012 mmol) in toluene (3.00 mL) was added sodium t-butoxide (0.071 g, 0.738 mmol). The reaction mixture was heated to 120° C. for 2 h. After which the reaction was cooled to rt and diluted with water (15 mL). The mixture was extr... Starting materials: ClC=1C=CC=2N(N1)C(=CN2)[C@@H](C)C=2C(=C1C=CC=NC1=CC2F)F (6-[(S)-1-(6-chloro-imidazo[1,2-b]pyridazin-3-yl)-ethyl]-5,7-difluoro-quinoline), ClC=1C=CC=2N(N1)C(=CN2)[C@@H](C)C=2C(=C1C=CC=NC1=CC2F)F (6-[(S)-1-(6-chloro-imidazo[1,2-b]pyridazin-3-yl)-ethyl]-5,7-difluoro-quinoline), C[C@H]1C(NCCN1)=O ((S)-3-methyl-piperazin-2-one). The product is FC1=C2C=CC=NC2=CC(=C1[C@H](C)C1=CN=C2N1N=C(C=C2)N2[C@H](C(NCC2)=O)C)F ((S)-4-{3-[(S)-1-(5,7-Difluoro-quinolin-6-yl)-ethyl]-imidazo[1,2-b]pyridazin-6-yl}-3-methyl-piperazin-2-one). RXN SMILES: Cl[C:2]1[CH:3]=[CH:4][C:5]2[N:6]([C:8]([C@H:11]([C:13]3[C:14]([F:24])=[C:15]4[C:20](=[CH:21][C:22]=3[F:23])[N:19]=[CH:18][CH:17]=[CH:16]4)[CH3:12])=[CH:9][N:10]=2)[N:7]=1.[CH3:25][C@@H:26]1[NH:31][CH2:30][CH2:29][NH:28][C:27]1=[O:32]>>[F:24][C:14]1[C:13]([C@@H:11]([C:8]2[N:6]3[N:7]=[C:2]([N:31]4[CH2:30][CH2:29][NH:28][C:27](=[O:32])[C@@H:26]4[CH3:25])[CH:3]=[CH:4][C:5]3=[N:10][CH:9]=2)[CH3:12])=[C:22]([F:23])[CH:21]=[C:20]2[C:15]=1[CH:16]=[CH:17][CH:18]=[N:19]2. Procedure details: The title compound was prepared in analogy to Example 18, using enantiomerically pure 6-[(S)-1-(6-chloro-imidazo[1,2-b]pyridazin-3-yl)-ethyl]-5,7-difluoro-quinoline (Intermediate B, 50 mg, 0.145 mmol) and (S)-3-methyl-piperazin-2-one (33.1 mg, 0.29 mmol) instead of the racemates and flash chromatography for the purification. 70:30 mixture of title compound with compound of Example 59 (tR 3.54 min (conditions 5), tR 8.63 and 10.13 min (conditions 3, 90% n-hexane and 10% isopropanol), MH+=423.1, 1...